This data is from the Open Reaction Database (ORD), a public repository of structured organic reaction records. The task is: describe an organic reaction: reactants, conditions, products, and yield The reactants are C, COc1cc2c(cc1OC)C(N(CC(=O)O)Cc1ccccc1)CC2, CCO, Cl, [Pd]. Yields the product COc1cc2c(cc1OC)C(NCC(=O)O)CC2. As a reaction SMILES: [C:30].[CH2:2]([c:3]1[cH:4][cH:5][cH:6][cH:7][cH:8]1)[N:9]([CH2:10][C:11](=[O:12])[OH:13])[CH:14]1[CH2:15][CH2:16][c:17]2[cH:18][c:19]([O:25][CH3:26])[c:20]([O:23][CH3:24])[cH:21][c:22]21.[CH3:27][CH2:28][OH:29].[ClH:1].[Pd:31]>>[NH:9]([CH2:10][C:11](=[O:12])[OH:13])[CH:14]1[CH2:15][CH2:16][c:17]2[cH:18][c:19]([O:25][CH3:26])[c:20]([O:23][CH3:24])[cH:21][c:22]21.